From a dataset of the Open Reaction Database (ORD), a public repository of structured organic reaction records. describe an organic reaction: reactants, conditions, products, and yield The reactants are Cc1ccc(CC2(O)CCN(CCOc3ccc(OCc4ccccc4)cc3)CC2)cc1, CO, Cl, [H][H], [OH-], [OH-], [Pd+2]. Yields the product Cl, Cc1ccc(CC2(O)CCN(CCOc3ccc(O)cc3)CC2)cc1. RXN SMILES: [CH2:2]([c:3]1[cH:4][cH:5][cH:6][cH:7][cH:8]1)[O:9][c:10]1[cH:11][cH:12][c:13]([O:14][CH2:15][CH2:16][N:17]2[CH2:18][CH2:19][C:20]([CH2:23][c:24]3[cH:25][cH:26][c:27]([CH3:30])[cH:28][cH:29]3)([OH:31])[CH2:21][CH2:22]2)[cH:32][cH:33]1.[CH3:36][OH:37].[ClH:1].[H:34][H:35].[OH-:38].[OH-:39].[Pd+2:40]>>[ClH:1].[OH:9][c:10]1[cH:11][cH:12][c:13]([O:14][CH2:15][CH2:16][N:17]2[CH2:18][CH2:19][C:20]([CH2:23][c:24]3[cH:25][cH:26][c:27]([CH3:30])[cH:28][cH:29]3)([OH:31])[CH2:21][CH2:22]2)[cH:32][cH:33]1. Reactants: FC(C(=O)O)(F)F (trifluoroacetic acid), C(C)(C)(C)OC(=O)N1CCC(CC1)/C=C/C(=O)C1=CC=C(C=C1)[N+](=O)[O-] ((E)-4-[3-(1-t-butoxycarbonylpiperidin-4-yl)propenoyl]nitrobenzene), FC(C(=O)O)(F)F (trifluoroacetic acid). Solvent: C(Cl)Cl (methylene chloride). Run at time 3 hour. The product is N1CCC(CC1)/C=C/C(=O)C1=CC=C(C=C1)[N+](=O)[O-] ((E)-4-[3-(piperidin-4-yl)propenoyl]nitrobenzene). The yield is 38.5%. As a reaction SMILES: FC(F)(F)C(O)=O.C(OC([N:15]1[CH2:20][CH2:19][CH:18](/[CH:21]=[CH:22]/[C:23]([C:25]2[CH:30]=[CH:29][C:28]([N+:31]([O-:33])=[O:32])=[CH:27][CH:26]=2)=[O:24])[CH2:17][CH2:16]1)=O)(C)(C)C>C(Cl)Cl>[NH:15]1[CH2:20][CH2:19][CH:18](/[CH:21]=[CH:22]/[C:23]([C:25]2[CH:26]=[CH:27][C:28]([N+:31]([O-:33])=[O:32])=[CH:29][CH:30]=2)=[O:24])[CH2:17][CH2:16]1. Procedure: 3 ml of trifluoroacetic acid was added to 2.52 g of (E)-4-[3-(1-t-butoxycarbonylpiperidin-4-yl)propenoyl]nitrobenzene dissolved in 20 ml of methylene chloride, and the mixture was stirred at room temperature for 3 hours. Subsequently, 7 ml of trifluoroacetic acid was further added to the mixture, and the mixture was stirred for 3 hours. Then, the solvent was removed by distillation, and a saturated sodium hydrogen carbonate solution was added to the residue. After the mixture was extracted with ... Reactants: CSC1=NC=CC(=N1)C=O (2-(methylthio)pyrimidine-4-carbaldehyde), [Si](C1=CC=CC=C1)(C1=CC=CC=C1)(C(C)(C)C)OCC1=CC=C(C(=C1N1C[C@H](O[C@@H](C1)C)C)F)F ((2R,6R)-4-(6-((tert-butyldiphenylsilyloxy)methyl)-2,3-difluorophenyl)-2,6-dimethylmorpholine), [Si](C1=CC=CC=C1)(C1=CC=CC=C1)(C(C)(C)C)OCC1=CC=C(C(=C1N1C[C@H](O[C@@H](C1)C)C)F)F ((2R,6R)-4-(6-((tert-butyldiphenylsilyloxy)methyl)-2,3-difluorophenyl)-2,6-dimethylmorpholine), [Li]C(C)CC (s-BuLi). The solvent is C(C)(C)(C)OC (t-BuOMe), C(C)(C)(C)OC (t-BuOMe). Conditions: time 20 minute. Yields the product [Si](C1=CC=CC=C1)(C1=CC=CC=C1)(C(C)(C)C)OCC=1C(=C(C(=C(C1)C(O)C1=NC(=NC=C1)SC)F)F)N1C[C@H](O[C@@H](C1)C)C ((5-((tert-butyldiphenylsilyloxy)methyl)-4-((2R,6R)-2,6-dimethylmorpholino)-2,3-difluorophenyl)(2-(methylthio)pyrimidin-4-yl)methanol). The yield is 34.5%. As a reaction SMILES: [Si:1]([O:18][CH2:19][C:20]1[C:25]([N:26]2[CH2:31][C@@H:30]([CH3:32])[O:29][C@H:28]([CH3:33])[CH2:27]2)=[C:24]([F:34])[C:23]([F:35])=[CH:22][CH:21]=1)([C:14]([CH3:17])([CH3:16])[CH3:15])([C:8]1[CH:13]=[CH:12][CH:11]=[CH:10][CH:9]=1)[C:2]1[CH:7]=[CH:6][CH:5]=[CH:4][CH:3]=1.[Li]C(CC)C.[CH3:41][S:42][C:43]1[N:48]=[C:47]([CH:49]=[O:50])[CH:46]=[CH:45][N:44]=1>C(OC)(C)(C)C>[Si:1]([O:18][CH2:19][C:20]1[C:25]([N:26]2[CH2:31][C@@H:30]([CH3:32])[O:29][C@H:28]([CH3:33])[CH2:27]2)=[C:24]([F:34])[C:23]([F:35])=[C:22]([CH:49]([C:47]2[CH:46]=[CH:45][N:44]=[C:43]([S:42][CH3:41])[N:48]=2)[OH:50])[CH:21]=1)([C:14]([CH3:16])([CH3:17])[CH3:15])([C:2]1[CH:7]=[CH:6][CH:5]=[CH:4][CH:3]=1)[C:8]1[CH:13]=[CH:12][CH:11]=[CH:10][CH:9]=1. Procedure: Starting materials: (2R,6R)-4-(6-((tert-butyldiphenylsilyloxy)methyl)-2,3-difluorophenyl)-2,6-dimethylmorpholine (Intermediate 43, 7.36 g, 14.84 mmol) in t-BuOMe (20 mL) was added s-BuLi (12.45 mL, 16.19 mmol) at −75° C. under nitrogen atmosphere. After stirring for 20 minutes at this temperature, it was then transferred via cannula to a solution of 2-(methylthio)pyrimidine-4-carbaldehyde (2.08 g, 13.49 mmol) in t-BuOMe (20 mL) (precooled down to −70° C.), the mixture was then stirred for 0.5 ho... Starting materials: C(C)(C)N=C=NC(C)C (Diisopropylcarbodiimide), C1(CC1)N (Cyclopropylamine), O (water), C(#N)CC(=O)O (cyanoacetic acid). Run in O1CCCC1 (THF), O1CCCC1 (tetrahydrofuran), CC#N (CH3CN). Run at temperature 20 celsius, time 20 hour. The product is C1(CC1)NC(CC#N)=O (N-(cyclopropyl)-2-cyanoacetamide). Isolated yield 84.1%. RXN SMILES: [CH:1]1([NH2:4])[CH2:3][CH2:2]1.[C:5]([CH2:7][C:8](O)=[O:9])#[N:6].C(N=C=NC(C)C)(C)C.O>O1CCCC1.CC#N>[CH:1]1([NH:4][C:8](=[O:9])[CH2:7][C:5]#[N:6])[CH2:3][CH2:2]1. Procedure: Cyclopropylamine (5.0 grams, 88 mmole) was combined with 7.5 grams (g) (88 mmol) of cyanoacetic acid in 50 milliliters (ml) tetrahydrofuran (THF) and 50 ml CH3CN. Diisopropylcarbodiimide (20 g, 97 mmol) dissolved in 10 ml THF was added dropwise. The reaction mixture exothermed and a white precipitate formed. The mixture was stirred at 20° C. for 20 hours, 5 ml water was added and the reaction mixture was stirred another 5 minutes. The precipitate was filtered off and the filtrate evaporated givi... The reactants are [N+](=O)([O-])C=1C=C(C=CC1)C1=NOC(=N1)[C@@H]1N(CCCC1)C(COC1=CC=CC=C1)=O ((R)-1-{2-[3-(3-Nitro-phenyl)-[1,2,4]oxadiazol-5-yl]-piperidin-1-yl}-2-phenoxy-ethanone), [NH4+].[Cl-] (NH4Cl). The reagents and catalysts are [Zn] (Zn). The solvent is CO (MeOH). Reaction conditions: time 30 minute. Yields the product NC=1C=C(C=CC1)C1=NOC(=N1)[C@@H]1N(CCCC1)C(COC1=CC=CC=C1)=O ((R)-1-{2-[3-(3-Amino-phenyl)-[1,2,4]oxadiazol-5-yl]-piperidin-1-yl}-2-phenoxy-ethanone). Reaction SMILES: [N+:1]([C:4]1[CH:5]=[C:6]([C:10]2[N:14]=[C:13]([C@H:15]3[CH2:20][CH2:19][CH2:18][CH2:17][N:16]3[C:21](=[O:30])[CH2:22][O:23][C:24]3[CH:29]=[CH:28][CH:27]=[CH:26][CH:25]=3)[O:12][N:11]=2)[CH:7]=[CH:8][CH:9]=1)([O-])=O.[NH4+].[Cl-]>CO.[Zn]>[NH2:1][C:4]1[CH:5]=[C:6]([C:10]2[N:14]=[C:13]([C@H:15]3[CH2:20][CH2:19][CH2:18][CH2:17][N:16]3[C:21](=[O:30])[CH2:22][O:23][C:24]3[CH:25]=[CH:26][CH:27]=[CH:28][CH:29]=3)[O:12][N:11]=2)[CH:7]=[CH:8][CH:9]=1 |f:1.2|. Procedure details: (R)-1-{2-[3-(3-Nitro-phenyl)-[1,2,4]oxadiazol-5-yl]-piperidin-1-yl}-2-phenoxy-ethanone were dissolved in 100 ml MeOH. 50 ml sat. NH4Cl and Zn-powder were added. The suspension was briefly heated to reflux and stirred for 30 min. After filtration the MeOH was evaporated and the product isolated via extraction ethylacetate/water.